Dataset: the Open Reaction Database (ORD), a public repository of structured organic reaction records. Task: describe an organic reaction: reactants, conditions, products, and yield Reactants: C(CN)N (ethylenediamine), Cl (hydrogen chloride), ice, O=C1N(C(C2=CC=CC=C12)=O)CCC1=CC=C(C#N)C=C1 (4-[2-(1,3-dioxo-1,3-dihydro-isoindol-2-yl)-ethyl]-benzonitrile). The solvent is C(C)O (ethanol). Run at time 8 hour. Product: N1C(=NCC1)C1=CC=C(C=C1)CCN1C(C2=CC=CC=C2C1=O)=O (2-{2-[4-(4,5-Dihydro-1H-imidazol-2-yl)-phenyl]-ethyl}-isoindole-1,3-dione). Isolated yield 61.7%. RXN SMILES: Cl.[O:2]=[C:3]1[C:11]2[C:6](=[CH:7][CH:8]=[CH:9][CH:10]=2)[C:5](=[O:12])[N:4]1[CH2:13][CH2:14][C:15]1[CH:22]=[CH:21][C:18]([C:19]#[N:20])=[CH:17][CH:16]=1.[CH2:23](N)[CH2:24][NH2:25]>C(O)C>[NH:20]1[CH2:23][CH2:24][N:25]=[C:19]1[C:18]1[CH:17]=[CH:16][C:15]([CH2:14][CH2:13][N:4]2[C:3](=[O:2])[C:11]3[C:6](=[CH:7][CH:8]=[CH:9][CH:10]=3)[C:5]2=[O:12])=[CH:22][CH:21]=1. Procedure: Dry hydrogen chloride gas was bubbled through an ice cold solution of 4-[2-(1,3-dioxo-1,3-dihydro-isoindol-2-yl)-ethyl]-benzonitrile (7.83 g, 28.3 mmol) in ethanol (400 mL) for 3 h, then the so obtained mixture was kept at 8° C. overnight. The reaction mixture was concentrated in vacuo, the residue was dissolved in dry ethanol (400 mL), ethylenediamine (2.0 mL, 29.7 mmol) was added and the reaction mixture was stirred at room temperature overnight. The mixture was concentrated in vacuo, the resi... Starting materials: ( 1 ), C(=O)(OCC)N1CCC(CC1)(C(=O)OCC)C(=O)OCC (1,4,4-tricarbethoxypiperidine), ClC(=O)OCC1=CC=CC=C1 (benzyl chloroformate). Product: C(=O)(OCC)C1(CCN(CC1)C(=O)OCC1=CC=CC=C1)C(=O)OCC (benzyl 4,4-dicarbethoxypiperidine-1-carboxylate). Reaction SMILES: [C:1]([N:6]1[CH2:11][CH2:10][C:9]([C:17]([O:19][CH2:20][CH3:21])=[O:18])([C:12]([O:14][CH2:15][CH3:16])=[O:13])[CH2:8][CH2:7]1)([O:3][CH2:4][CH3:5])=[O:2].ClC(OC[C:27]1[CH:32]=[CH:31]C=[CH:29][CH:28]=1)=O>>[C:17]([C:9]1([C:12]([O:14][CH2:15][CH3:16])=[O:13])[CH2:10][CH2:11][N:6]([C:1]([O:3][CH2:4][C:5]2[CH:31]=[CH:32][CH:27]=[CH:28][CH:29]=2)=[O:2])[CH2:7][CH2:8]1)([O:19][CH2:20][CH3:21])=[O:18]. Reported procedure: In a manner analogous to that described by S. Huybrechts and G. J. Hoornaert, Synthetic Communications, 11 (1), 17-23 (1981) for the preparation of 1,4,4-tricarbethoxypiperidine but using benzyl chloroformate in place of ethyl chloroformate there was obtained benzyl 4,4-dicarbethoxypiperidine-1-carboxylate in the form of an oil. The reactants are C(C)I (ethyl iodide), O (water), BrC1=CC(=C(C=C1)NC1=CC(=C(C(=O)C2=C(C=CC=C2)C)C=C1)Cl)C (4-(4-bromo-2-methyl-phenylamino)-2-chloro-2′-methylbenzophenone), BrC1=CC(=C(C=C1)NC1=CC(=C(C(=O)C2=C(C=CC=C2)C)C=C1)Cl)C (4-(4-bromo-2-methyl-phenylamino)-2-chloro-2′-methylbenzophenone), [H-].[Na+] (sodium hydride). Solvent: O1CCCC1 (tetrahydrofurane). Product: BrC1=CC(=C(C=C1)N(CC)C1=CC(=C(C(=O)C2=C(C=CC=C2)C)C=C1)Cl)C (4-(4-Bromo-2-methyl-N-ethyl-phenylamino)-2-chloro-2′-methylbenzophenone). Reaction SMILES: [Br:1][C:2]1[CH:7]=[CH:6][C:5]([NH:8][C:9]2[CH:23]=[CH:22][C:12]([C:13]([C:15]3[CH:20]=[CH:19][CH:18]=[CH:17][C:16]=3[CH3:21])=[O:14])=[C:11]([Cl:24])[CH:10]=2)=[C:4]([CH3:25])[CH:3]=1.[H-].[Na+].[CH2:28](I)[CH3:29].O>O1CCCC1>[Br:1][C:2]1[CH:7]=[CH:6][C:5]([N:8]([C:9]2[CH:23]=[CH:22][C:12]([C:13]([C:15]3[CH:20]=[CH:19][CH:18]=[CH:17][C:16]=3[CH3:21])=[O:14])=[C:11]([Cl:24])[CH:10]=2)[CH2:28][CH3:29])=[C:4]([CH3:25])[CH:3]=1 |f:1.2|. Procedure details: A solution of 4-(4-bromo-2-methyl-phenylamino)-2-chloro-2′-methylbenzophenone (Compound 136)(110 mg) in dry tetrahydrofurane (2.0 ml was added sodium hydride (19 mg) in one portion under stirring. After 10 min at room temperature ethyl iodide (124 mg ) was added and the reaction mixture was stirred for 18 hours under reflux, then poured into water and extracted with EtOAc. The organic phases were separated, dried (MgSO4), filtered and concentrated in vacuo. The residue was purified by chromatogr... Reactants: NCCC(C1=CC=C(C=C1)Cl)C1=C(SC(=C1)N1CCOCC1)C(=O)OCC (ethyl 3-[3-amino-1-(4-chlorophenyl)propyl]-5-(morpholin-4-yl)thiophene-2-carboxylate), O (water), C(=O)(C(F)(F)F)O (TFA), [O-]CC.[Na+] (sodium ethoxide). Solvent: C(C)O (ethanol), CCOC(=O)C (EtOAc). Reaction conditions: temperature 80 celsius, time 3 hour. Product: ClC1=CC=C(C=C1)C1C2=C(C(NCC1)=O)SC(=C2)N2CCOCC2 (4-(4-chlorophenyl)-2-(morpholin-4-yl)-4,5,6,7-tetrahydro-8H-thieno[2,3-c]azepin-8-one). The yield is 71.9%. Reaction SMILES: [NH2:1][CH2:2][CH2:3][CH:4]([C:12]1[CH:16]=[C:15]([N:17]2[CH2:22][CH2:21][O:20][CH2:19][CH2:18]2)[S:14][C:13]=1[C:23]([O:25]CC)=O)[C:5]1[CH:10]=[CH:9][C:8]([Cl:11])=[CH:7][CH:6]=1.C(O)(C(F)(F)F)=O.[O-]CC.[Na+].O>C(O)C.CCOC(C)=O>[Cl:11][C:8]1[CH:9]=[CH:10][C:5]([CH:4]2[CH2:3][CH2:2][NH:1][C:23](=[O:25])[C:13]3[S:14][C:15]([N:17]4[CH2:18][CH2:19][O:20][CH2:21][CH2:22]4)=[CH:16][C:12]2=3)=[CH:6][CH:7]=1 |f:2.3|. Reported procedure: A 100 mL rbf was charged with a solution of ethyl 3-[3-amino-1-(4-chlorophenyl)propyl]-5-(morpholin-4-yl)thiophene-2-carboxylate.TFA (842 mg, 1.61 mmol) in ethanol (10.0 mL) and 21% sodium ethoxide (21:79, Sodium ethoxide: ethanol, 4.81 mL, 12.9 mmol). The rbf was equipped with a reflux condenser and the reaction was heated to 80° C. In 3 h, the solution was cooled and distributed between water and EtOAc. The aqueous layer was extracted with EtOAc (×2). The combined org layer was washed with bri... The reactants are BrCCCCCCOCCCC1=CC=C(C=C1)CC(=O)N (4-[3-[(6-Bromohexyl)oxy]propyl]benzeneacetamide), NC1=C(C=C(C=C1Cl)C(O)CN)Cl (4-amino-α-(aminomethyl)-3,5-dichloro-benzenemethanol). The solvent is CN(C)C=O (DMF). The product is NC1=C(C=C(C=C1Cl)C(CNCCCCCCOCCCC1=CC=C(C=C1)CC(=O)N)O)Cl (4-[3-[[6-[[2-(4-Amino-3,5-dichlorophenyl)-2-hydroxyethyl]amino]hexyl]oxy]propyl]benzeneacetamide). Isolated yield 38.5%. As a reaction SMILES: Br[CH2:2][CH2:3][CH2:4][CH2:5][CH2:6][CH2:7][O:8][CH2:9][CH2:10][CH2:11][C:12]1[CH:17]=[CH:16][C:15]([CH2:18][C:19]([NH2:21])=[O:20])=[CH:14][CH:13]=1.[NH2:22][C:23]1[C:28]([Cl:29])=[CH:27][C:26]([CH:30]([CH2:32][NH2:33])[OH:31])=[CH:25][C:24]=1[Cl:34]>CN(C=O)C>[NH2:22][C:23]1[C:24]([Cl:34])=[CH:25][C:26]([CH:30]([OH:31])[CH2:32][NH:33][CH2:2][CH2:3][CH2:4][CH2:5][CH2:6][CH2:7][O:8][CH2:9][CH2:10][CH2:11][C:12]2[CH:17]=[CH:16][C:15]([CH2:18][C:19]([NH2:21])=[O:20])=[CH:14][CH:13]=2)=[CH:27][C:28]=1[Cl:29]. Procedure: 4-[3-[(6-Bromohexyl)oxy]propyl]benzeneacetamide (950 mg) was added to a stirred solution of 4-amino-α-(aminomethyl)-3,5-dichloro-benzenemethanol (900 mg) and DEA (650 mg) in DMF (10 ml) at 100° under nitrogen. After 1 h the solvent was evaporated and the residue was partitioned between 8% sodium bicarbonate (20 ml) and ethyl acetate (20 ml). The organic layer was washed with water and brine, dried and concentrated in vacuo to give a yellow solid which was triturated with ether to give the title ... The reactants are C(C)(C)(C)OC(=O)N1CC(C1)N1CC(CC1)(F)F (3-(3,3-difluoropyrrolidin-1-yl)azetidine-1-carboxylic acid tert-butyl ester), C(=O)(C(F)(F)F)O (TFA). Run in C(Cl)Cl (DCM). Reaction conditions: time 2 hour. The product is N1CC(C1)N1CC(CC1)(F)F (1-Azetidin-3-yl-3,3-difluoropyrrolidine). RXN SMILES: C(OC([N:8]1[CH2:11][CH:10]([N:12]2[CH2:16][CH2:15][C:14]([F:18])([F:17])[CH2:13]2)[CH2:9]1)=O)(C)(C)C.C(O)(C(F)(F)F)=O>C(Cl)Cl>[NH:8]1[CH2:11][CH:10]([N:12]2[CH2:16][CH2:15][C:14]([F:17])([F:18])[CH2:13]2)[CH2:9]1. Reported procedure: A mixture of 3-(3,3-difluoropyrrolidin-1-yl)azetidine-1-carboxylic acid tert-butyl ester (193 mg, 0.74 mmol) and TFA (1 mL) in DCM (2 mL) was stirred at room temperature for 2 h. The reaction mixture was loaded onto an Isolute® SCX-2 cartridge, washed with MeOH/DCM and eluted with 2M NH3/MeOH affording 1-Azetidin-3-yl-3,3-difluoropyrrolidine as a white solid (122 mg, quant.). 1H NMR (CDCl3, 300 MHz): δ 3.63 (m, 4 H), 3.48 (m, 1 H), 2.87 (t, J=13.1 Hz, 2 H), 2.70 (t, J=7.0 Hz, 2 H) and 2.29 (m, 2... Reactants: BrC=1C=CC2=C(N(C(=N2)C=2C=NC=C(C2)C(F)(F)F)C2CC2)C1 (6-bromo-1-cyclopropyl-2-(5-trifluoromethyl-pyridin-3-yl)-1H-benzoimidazole), CC1(OB(OC1(C)C)C1=NNC=C1)C (3-(4,4,5,5-tetramethyl-[1,3,2]dioxaborolan-2-yl)-1H-pyrazole), C(=O)([O-])[O-].[Na+].[Na+] (Na2CO3). The reagents and catalysts are C=1C=CC(=CC1)[P](C=2C=CC=CC2)(C=3C=CC=CC3)[Pd]([P](C=4C=CC=CC4)(C=5C=CC=CC5)C=6C=CC=CC6)([P](C=7C=CC=CC7)(C=8C=CC=CC8)C=9C=CC=CC9)[P](C=1C=CC=CC1)(C=1C=CC=CC1)C=1C=CC=CC1 (Pd (PPh3)4). The solvent is O.C1(=CC=CC=C1)C.C(C)O (ethanol toluene water). Run at temperature 80 celsius. The product is C1(CC1)N1C(=NC2=C1C=C(C=C2)C2=NNC=C2)C=2C=NC=C(C2)C(F)(F)F (1-cyclopropyl-6-(1H-pyrazol-3-yl)-2-[5-(trifluoromethyl)pyridin-3-yl]-1H-benzimidazole). Reaction SMILES: Br[C:2]1[CH:3]=[CH:4][C:5]2[N:9]=[C:8]([C:10]3[CH:11]=[N:12][CH:13]=[C:14]([C:16]([F:19])([F:18])[F:17])[CH:15]=3)[N:7]([CH:20]3[CH2:22][CH2:21]3)[C:6]=2[CH:23]=1.CC1(C)C(C)(C)OB([C:32]2[CH:36]=[CH:35][NH:34][N:33]=2)O1.C([O-])([O-])=O.[Na+].[Na+]>O.C1(C)C=CC=CC=1.C(O)C.C1C=CC([P]([Pd]([P](C2C=CC=CC=2)(C2C=CC=CC=2)C2C=CC=CC=2)([P](C2C=CC=CC=2)(C2C=CC=CC=2)C2C=CC=CC=2)[P](C2C=CC=CC=2)(C2C=CC=CC=2)C2C=CC=CC=2)(C2C=CC=CC=2)C2C=CC=CC=2)=CC=1>[CH:20]1([N:7]2[C:6]3[CH:23]=[C:2]([C:32]4[CH:36]=[CH:35][NH:34][N:33]=4)[CH:3]=[CH:4][C:5]=3[N:9]=[C:8]2[C:10]2[CH:11]=[N:12][CH:13]=[C:14]([C:16]([F:19])([F:18])[F:17])[CH:15]=2)[CH2:22][CH2:21]1 |f:2.3.4,5.6.7,^1:58,60,79,98|. Procedure details: To a solution of 6-bromo-1-cyclopropyl-2-(5-trifluoromethyl-pyridin-3-yl)-1H-benzoimidazole (0.15 g, 0.00026 mol) in ethanol toluene water (6 ml 3 ml 1.5 ml respectively) mixture in a sealed tube was added 3-(4,4,5,5-tetramethyl-[1,3,2]dioxaborolan-2-yl)-1H-pyrazole (0.1 g, 0.00052 mol) and Na2CO3 (0.082 g, 0.000785 mol) and argon was purged for 15 min. Then Pd (PPh3)4 (0.015 g, 0.000013 mol) was added and heated at 80° C. for 5 h. The solvent was evaporated and the resulting residue was added w... Reactants: [BH4-], [Br-], C1CCOC1, [Cl-], [Li+], [Na+], [Na+], CCOC(=O)Cc1ccc2c(c1)CC(=O)N2, O=S(=O)(O)O. Yields the product O=C1Cc2cc(CCO)ccc2N1. Reaction SMILES: [BH4-:3].[Br-:1].[CH2:23]1[O:24][CH2:25][CH2:26][CH2:27]1.[Cl-:21].[Li+:2].[Na+:22].[Na+:4].[O:5]=[C:6]1[NH:7][c:8]2[cH:9][cH:10][c:11]([CH2:15][C:16](=[O:17])[O:18][CH2:19][CH3:20])[cH:12][c:13]2[CH2:14]1.[S:28](=[O:29])(=[O:30])([OH:31])[OH:32]>>[O:5]=[C:6]1[NH:7][c:8]2[cH:9][cH:10][c:11]([CH2:15][CH2:16][OH:17])[cH:12][c:13]2[CH2:14]1. The solvent is C(C)OCC (diethyl ether). RXN SMILES: O=[C:2]1[C:9]2[CH:8]=[C:7]([C:10]([O:12][CH3:13])=[O:11])[NH:6][C:5]=2[CH2:4][CH2:3]1.[Cl:14][C:15]1[CH:16]=[C:17]([CH:21]=[C:22]([F:24])[CH:23]=1)[CH2:18][Mg]Cl.FC1C=C(C=CC=1)/C=C1\CCC2NC(C(OC)=O)=CC\1=2>C(OCC)C.O=[Pt]=O>[Cl:14][C:15]1[CH:16]=[C:17]([CH:21]=[C:22]([F:24])[CH:23]=1)[CH2:18][CH:2]1[C:9]2[CH:8]=[C:7]([C:10]([O:12][CH3:13])=[O:11])[NH:6][C:5]=2[CH2:4][CH2:3]1. The product is ClC=1C=C(CC2CCC=3NC(=CC32)C(=O)OC)C=C(C1)F (methyl 4-(3-chloro-5-fluorobenzyl)-1,4,5,6-tetrahydrocyclopenta[b]pyrrole-2-carboxylate). Starting materials: O=C1CCC=2NC(=CC21)C(=O)OC (methyl 4-oxo-1,4,5,6-tetrahydrocyclopenta[b]pyrrole-2-carboxylate), ClC=1C=C(C[Mg]Cl)C=C(C1)F (3-chloro-5-fluorobenzylmagnesium chloride), FC=1C=C(\C=C\2/CCC=3NC(=CC32)C(=O)OC)C=CC1 ((E)-methyl 4-(3-fluorobenzylidene)-1,4,5,6-tetrahydrocyclopenta[b]pyrrole-2-carboxylate). Procedure details: The title compound was synthesized in two steps. First, methyl 4-oxo-1,4,5,6-tetrahydrocyclopenta[b]pyrrole-2-carboxylate (0.40 g, 2.23 mmol) was reacted with 3-chloro-5-fluorobenzylmagnesium chloride ((0.25 M in diethyl ether, 23.0 mL, 5.6 mmol) according to General Procedure 3. The resulting exo-olefin ((E)-methyl 4-(3-chloro-5-fluorobenzylidene)-1,4,5,6-tetrahydrocyclopenta[b]pyrrole-2-carboxylate) was then converted to the title compound by hydrogenation according to General Procedure 6 (wit... The reagents and catalysts are O=[Pt]=O (PtO2).